From a dataset of the Open Reaction Database (ORD), a public repository of structured organic reaction records. describe an organic reaction: reactants, conditions, products, and yield Starting materials: O (Water), C(CCC=CC)O (4-hexen-1-ol), [H-].[Na+] (sodium hydride), ClC=1C(=NSN1)C=1C=NC=CC1 (3-(4-chloro-1,2,5-thiadiazol-3-yl)pyridine). The solvent is O1CCCC1 (tetrahydrofuran), O1CCCC1 (tetrahydrofuran). Reaction conditions: time 1 hour. The product is C(CCC=CC)OC=1C(=NSN1)C=1C=NC=CC1 (3-(4-(4-hexenyloxy)-1,2,5-thiadiazol-3-yl)pyridine). As a reaction SMILES: [CH2:1]([OH:7])[CH2:2][CH2:3][CH:4]=[CH:5][CH3:6].[H-].[Na+].Cl[C:11]1[C:12]([C:16]2[CH:17]=[N:18][CH:19]=[CH:20][CH:21]=2)=[N:13][S:14][N:15]=1.O>O1CCCC1>[CH2:1]([O:7][C:11]1[C:12]([C:16]2[CH:17]=[N:18][CH:19]=[CH:20][CH:21]=2)=[N:13][S:14][N:15]=1)[CH2:2][CH2:3][CH:4]=[CH:5][CH3:6] |f:1.2|. Procedure: To a solution of 4-hexen-1-ol (900 mg, 9 mmol) and sodium hydride (310 mg, 9 mmol) in dry tetrahydrofuran was added a solution of 3-(4-chloro-1,2,5-thiadiazol-3-yl)pyridine (590 mg, 3 mmol) in dry tetrahydrofuran. The reaction mixture was stirred at room temperature for 1 h. Water was added and the mixture was extracted with ether. The ether phase was dried and evaporated to give the title compound.